Dataset: the Open Reaction Database (ORD), a public repository of structured organic reaction records. Task: describe an organic reaction: reactants, conditions, products, and yield Reactants: ClC=1C=CC(=NC1)[C@H](C)SC=1N=C(C2=C(N1)N=C(S2)OC)N[C@@H](CO)CC(C)C ((2R)-2-[(5-{[(1S)-1-(5-chloropyridin-2-yl)ethyl]thio}-2-methoxy[1,3]thiazolo[4,5-d]pyrimidin-7-yl)amino]-4-methylpentan-1-ol). Solvent: [Cl-].[Na+].O (Brine). Run at temperature 50 celsius, time 2.5 hour. Yields the product ClC=1C=CC(=NC1)[C@H](C)SC=1N=C(C2=C(N1)NC(S2)=O)N[C@H](CC(C)C)CO (5-{[(1S)-1-(5-Chloropyridin-2-yl)ethyl]thio}-7-{[(1R)-1-(hydroxymethyl)-3-methylbutyl]amino}[1,3]thiazolo[4,5-d]pyrimidin-2(3H)-one). As a reaction SMILES: [Cl:1][C:2]1[CH:3]=[CH:4][C:5]([C@@H:8]([S:10][C:11]2[N:12]=[C:13]([NH:22][C@H:23]([CH2:26][CH:27]([CH3:29])[CH3:28])[CH2:24][OH:25])[C:14]3[S:19][C:18]([O:20]C)=[N:17][C:15]=3[N:16]=2)[CH3:9])=[N:6][CH:7]=1>[Cl-].[Na+].O>[Cl:1][C:2]1[CH:3]=[CH:4][C:5]([C@@H:8]([S:10][C:11]2[N:12]=[C:13]([NH:22][C@@H:23]([CH2:24][OH:25])[CH2:26][CH:27]([CH3:28])[CH3:29])[C:14]3[S:19][C:18](=[O:20])[NH:17][C:15]=3[N:16]=2)[CH3:9])=[N:6][CH:7]=1 |f:1.2.3|. Procedure: The title compound was prepared from (2R)-2-[(5-{[(1S)-1-(5-chloropyridin-2-yl)ethyl]thio}-2-methoxy[1,3]thiazolo[4,5-d]pyrimidin-7-yl)amino]-4-methylpentan-1-ol from the previous step using General method D except that the reaction mixture was stirred at 50° C. for 2.5 h and then at room temperature over night. After complete reaction the reaction mixture was diluted with Brine and extracted with DCM (three times). The combined organic extracts were dried over sodium sulphate and concentrated i...